This data is from the Open Reaction Database (ORD), a public repository of structured organic reaction records. The task is: describe an organic reaction: reactants, conditions, products, and yield Reactants: BrCC(=O)CBr (bromomethyl ketone), C1(=CC=CC=C1)O (phenol), [F-].[K+] (KF). Solvent: CN(C=O)C (dimethylformamide). Conditions: time 2 hour. Product: O(C1=CC=CC=C1)CC(=O)COC1=CC=CC=C1 (phenoxymethyl ketone). The yield is 50.0%. RXN SMILES: Br[CH2:2][C:3]([CH2:5]Br)=[O:4].[C:7]1([OH:13])[CH:12]=[CH:11][CH:10]=[CH:9][CH:8]=1.[F-].[K+]>CN(C)C=O>[O:4]([CH2:8][C:7]([CH2:12][O:13][C:7]1[CH:12]=[CH:11][CH:10]=[CH:9][CH:8]=1)=[O:13])[C:3]1[CH:5]=[CH:11][CH:10]=[CH:9][CH:2]=1 |f:2.3|. Reported procedure: Thus obtained bromomethyl ketone derivative (X, 12.9 g, 31.0 mmol) and phenol (3.23 g, 1.2 Eq) were dissolved in dimethylformamide (30 ml), KF(4.53 g, 2.5 Eq) was added, and the mixture was stirred for two hours to give phenoxymethyl ketone derivative (XIb). This compound was dissolved in methanol (40 ml)-THF (100 ml) and was reacted by adding NaBH4 (2.35 g)-methanol solution (40 ml) (−10□-room temperature, two hours). The reaction was stopped by acetic acid, and the reaction mixture was distill... Starting materials: COC1=CC=C(C=C1)NC(=S)N (4-methoxyphenylthiourea), C(C)OC1=CC=C(C=C1)NC(=S)N (4-ethoxyphenylthiourea). Product: C(C)OC1=CC=CC=C1NC(=S)N (6-Ethoxy-phenylthiourea). Isolated yield 95.6%. RXN SMILES: CO[C:3]1[CH:8]=[CH:7][C:6]([NH:9][C:10]([NH2:12])=[S:11])=[CH:5][CH:4]=1.[CH2:13]([O:15]C1C=CC(NC(N)=S)=CC=1)[CH3:14]>>[CH2:13]([O:15][C:7]1[C:6]([NH:9][C:10]([NH2:12])=[S:11])=[CH:5][CH:4]=[CH:3][CH:8]=1)[CH3:14]. Reported procedure: The reaction is carried out as described in the preceding Example with the exception that instead of 4-methoxyphenylthiourea the equimolar amount of 4-ethoxyphenylthiourea is used. 6-Ethoxy-phenylthiourea melting at 174° C. is obtained in a 95.6% yield and with the same good purity. Reactants: C(C1=CC=CC=C1)(=O)NC(C(C(=O)OCC)O)C1=CC=CC=C1 (β-(Benzoylamino)-α-hydroxybenzenepropanoic acid, ethyl ester), CN(C)C=O (DMF), COC(OC)OC (trimethoxymethane), CC1=CC=C(C=C1)S(=O)(=O)[O-].C1=CC=[NH+]C=C1 (PPTS). The solvent is C1=CC=CC=C1 (benzene). Reaction conditions: temperature 103 celsius, time 1 hour. Yields the product C(C1=CC=CC=C1)(=O)N1C(O[C@H]([C@@H]1C1=CC=CC=C1)C(=O)OCC)OC ((4S,5R)-3-Benzoyl-2-methoxy-4-phenyl-5-oxazolidinecarboxylic Acid, Ethyl Ester). Isolated yield 86.8%. As a reaction SMILES: [C:1]([NH:9][CH:10]([C:18]1[CH:23]=[CH:22][CH:21]=[CH:20][CH:19]=1)[CH:11]([OH:17])[C:12]([O:14][CH2:15][CH3:16])=[O:13])(=[O:8])[C:2]1[CH:7]=[CH:6][CH:5]=[CH:4][CH:3]=1.[CH3:24][O:25][CH:26](OC)OC.CC1C=CC(S([O-])(=O)=O)=CC=1.C1C=C[NH+]=CC=1.CN(C=O)C>C1C=CC=CC=1>[C:1]([N:9]1[C@@H:10]([C:18]2[CH:19]=[CH:20][CH:21]=[CH:22][CH:23]=2)[C@H:11]([C:12]([O:14][CH2:15][CH3:16])=[O:13])[O:17][CH:24]1[O:25][CH3:26])(=[O:8])[C:2]1[CH:3]=[CH:4][CH:5]=[CH:6][CH:7]=1 |f:2.3|. Procedure details: [R-(R*,S*)]-β-(Benzoylamino)-α-hydroxybenzenepropanoic acid, ethyl ester (1.16 mmol) was suspended in benzene (10 ml), and trimethoxymethane (3.44 mmol) and PPTS (72 mg) were added. Heating to reflux (103° C.) did not dissolve the starting compound. 2 ml of DMF were then added so that most of the starting compound dissolved, although the solution remained somewhat turbid. The flask was equipped with a Soxhlet extractor. The thimble of the extractor was filled with 4 Å mol. sieves. After 1 hour, ... Reactants: ClC=1N=CC2=CC=CC=C2C1 (3-chloroisoquinoline), ClC1=CC(=CC=C1)C(=O)OO (m-chloroperbenzoic acid), C1=CC=CC=C1 (benzene). Run in ClCCl (dichloromethane). Run at time 2.5 day. The product is ClC=1[N+](=CC2=CC=CC=C2C1)[O-] (3-chloroisoquinoline-2-oxide). Isolated yield 32.6%. Reaction SMILES: [Cl:1][C:2]1[N:3]=[CH:4][C:5]2[C:10]([CH:11]=1)=[CH:9][CH:8]=[CH:7][CH:6]=2.ClC1C=CC=C(C(OO)=[O:20])C=1.C1C=CC=CC=1>ClCCl>[Cl:1][C:2]1[N+:3]([O-:20])=[CH:4][C:5]2[C:10]([CH:11]=1)=[CH:9][CH:8]=[CH:7][CH:6]=2. Procedure details: A mixture of 3-chloroisoquinoline (18.23 g), m-chloroperbenzoic acid (36.46 g) and benzene (180 ml) was stirred at ambient temperature for a period of 2.5 days. The mixture was diluted with dichloromethane and the resultant solution was washed several times with a aqueous 5% sodium bicarbonate solution and finally with water. The organic phase was dried over anhydrous magnesium sulfate and the solvent was evaporated to give a solid residue. The solid was recrystallised from ethyl acetate to give... Reactants: CC(=O)OC(C)=O, COC(=O)COc1ccc(CO)cc1, O, c1ccncc1. Yields the product COC(=O)COc1ccc(COC(C)=O)cc1. Reaction SMILES: [CH3:15][C:16](=[O:17])[O:18][C:19](=[O:20])[CH3:21].[CH3:1][O:2][C:3]([CH2:4][O:5][c:6]1[cH:7][cH:8][c:9]([CH2:12][OH:13])[cH:10][cH:11]1)=[O:14].[OH2:28].[cH:22]1[cH:23][cH:24][n:25][cH:26][cH:27]1>>[CH3:1][O:2][C:3]([CH2:4][O:5][c:6]1[cH:7][cH:8][c:9]([CH2:12][O:13][C:16]([CH3:15])=[O:17])[cH:10][cH:11]1)=[O:14]. Reactants: ClC=1C=CC(=C(C1)CS(=O)(=O)N)OC ((5-chloro-2-methoxy-phenyl)-methanesulfonamide), B(Br)(Br)Br (boron tribromide). The solvent is ClC(C)Cl (dichloroethane). Reaction conditions: time 1 hour. Product: ClC=1C=CC(=C(C1)CS(=O)(=O)N)O ((5-Chloro-2-hydroxy-phenyl)-methanesulfonamide). Yield: 86.8%. RXN SMILES: [Cl:1][C:2]1[CH:3]=[CH:4][C:5]([O:13]C)=[C:6]([CH2:8][S:9]([NH2:12])(=[O:11])=[O:10])[CH:7]=1.B(Br)(Br)Br>ClC(Cl)C>[Cl:1][C:2]1[CH:3]=[CH:4][C:5]([OH:13])=[C:6]([CH2:8][S:9]([NH2:12])(=[O:11])=[O:10])[CH:7]=1. Reported procedure: To a suspension of (5-chloro-2-methoxy-phenyl)-methanesulfonamide (0.03 g, 0.13 mmol) in dichloroethane (1.5 mL) was added boron tribromide solution (1M in dichloromethane, 0.26 mL, 0.26 mmol). The reaction was stirred for one hour at ambient temperature. The reaction was quenched with water, saturated with sodium chloride and extracted with ethyl acetate. The organic layer was dried over sodium sulfate, filtered and concentrated to give the title compound (0.025 g). Reactants: BrC1=CN(C=C1)C1=CC=C(C=C1)OC(F)(F)F (3-bromo-1-(4-trifluoromethoxyphenyl)-1H-pyrrole), C(=O)C1=CC=C(C=C1)B(O)O (4-formylphenylboronic acid), C(=O)([O-])[O-].[Na+].[Na+] (Na2CO3), O1CCOCC1 (1,4-dioxane). Reagents/catalysts: Cl[Pd]([P](C1=CC=CC=C1)(C2=CC=CC=C2)C3=CC=CC=C3)([P](C4=CC=CC=C4)(C5=CC=CC=C5)C6=CC=CC=C6)Cl (bis(triphenylphosphine)palladium(II) dichloride). Solvent: CCOC(=O)C (EtOAc). Reaction conditions: temperature 150 celsius. The product is FC(OC1=CC=C(C=C1)N1C=C(C=C1)C1=CC=C(C=O)C=C1)(F)F (4-[1-(4-Trifluoromethoxyphenyl)-1H-pyrrol-3-yl]-benzaldehyde). Yield: 18.9%. RXN SMILES: Br[C:2]1[CH:6]=[CH:5][N:4]([C:7]2[CH:12]=[CH:11][C:10]([O:13][C:14]([F:17])([F:16])[F:15])=[CH:9][CH:8]=2)[CH:3]=1.[CH:18]([C:20]1[CH:25]=[CH:24][C:23](B(O)O)=[CH:22][CH:21]=1)=[O:19].C([O-])([O-])=O.[Na+].[Na+].O1CCOCC1>CCOC(C)=O.Cl[Pd](Cl)([P](C1C=CC=CC=1)(C1C=CC=CC=1)C1C=CC=CC=1)[P](C1C=CC=CC=1)(C1C=CC=CC=1)C1C=CC=CC=1>[F:15][C:14]([F:17])([F:16])[O:13][C:10]1[CH:11]=[CH:12][C:7]([N:4]2[CH:5]=[CH:6][C:2]([C:23]3[CH:24]=[CH:25][C:20]([CH:18]=[O:19])=[CH:21][CH:22]=3)=[CH:3]2)=[CH:8][CH:9]=1 |f:2.3.4,^1:49,68|. Procedure details: A suspension of crude 3-bromo-1-(4-trifluoromethoxyphenyl)-1H-pyrrole (356 mg, 1.26 mmol, 1.00 eq), 4-formylphenylboronic acid (283 mg, 1.89 mmol, 1.50 eq), bis(triphenylphosphine)palladium(II) dichloride (27 mg, 0.04 mmol, 0.03 eq), 2M Na2CO3 (aq) (1.26 mL, 2.52 mmol, 2.0 eq), and 1,4-dioxane (5 mL) were heated at 150° C. in a microwave reaction vessel for 45 min. The cooled solution was then diluted with EtOAc (20 mL), filtered over Celite®, concentrated to dryness, and purified via chromatogr... Reactants: [Cr](=O)(=O)([O-])Cl.[NH+]1=CC=CC=C1 (Pyridinium chlorochromate), OC(CCCNC(C)=O)C1=CC=CC=C1 (N-(4-hydroxy-4-phenyl-butyl)-acetamide). The solvent is C(Cl)Cl (methylene chloride). Conditions: time 1.5 hour. Yields the product O=C(CCCNC(C)=O)C1=CC=CC=C1 (N-(4-oxo-4-phenyl-butyl)-acetamide). Isolated yield 67.9%. Reaction SMILES: [Cr](Cl)([O-])(=O)=O.[NH+]1C=CC=CC=1.[OH:12][CH:13]([C:21]1[CH:26]=[CH:25][CH:24]=[CH:23][CH:22]=1)[CH2:14][CH2:15][CH2:16][NH:17][C:18](=[O:20])[CH3:19]>C(Cl)Cl>[O:12]=[C:13]([C:21]1[CH:22]=[CH:23][CH:24]=[CH:25][CH:26]=1)[CH2:14][CH2:15][CH2:16][NH:17][C:18](=[O:20])[CH3:19] |f:0.1|. Procedure details: Pyridinium chlorochromate (10.08 g, 46.8 mmol) was added to a solution of N-(4-hydroxy-4-phenyl-butyl)-acetamide (6.46 g, 31.2 mmol), prepared in the previous step, in 200 ml of methylene chloride and the mixture stirred at room temperature for 1.5 hours. The entire reaction mixture was poured onto 200 g of silica gel (230-400 mesh) and the material eluted with ethyl acetate. Isolation of the major fraction gave N-(4-oxo-4-phenyl-butyl)-acetamide (4.35 g, 68%) as a light brown solid, mp 92-95° C...